From a dataset of the Open Reaction Database (ORD), a public repository of structured organic reaction records. describe an organic reaction: reactants, conditions, products, and yield Reactants: BrC1=C(C=C(C=2NC3=CC(=CC=C3C12)C(C)(C)O)C(=O)N)Cl (4-bromo-3-chloro-7-(2-hydroxypropan-2-yl)-9H-carbazole-1-carboxamide), BrC1=C(C=C(C=2NC3=CC(=CC=C3C12)C(C)(C)O)C(=O)N)Cl (4-bromo-3-chloro-7-(2-hydroxypropan-2-yl)-9H-carbazole-1-carboxamide), FC1=CC=CN2C(N(C(C=C21)=O)C2=C(C(=CC=C2)B2OC(C(O2)(C)C)(C)C)C)=O (racemic 5-fluoro-2-(2-methyl-3-(4,4,5,5-tetramethyl-1,3,2-dioxaborolan-2-yl)phenyl)-1H-pyrido[1,2-c]pyrimidine-1,3(2H)-dione), FC1=CC=CN2C(N(C(C=C21)=O)C2=C(C(=CC=C2)B2OC(C(O2)(C)C)(C)C)C)=O (racemic 5-fluoro-2-(2-methyl-3-(4,4,5,5-tetramethyl-1,3,2-dioxaborolan-2-yl)phenyl)-1H-pyrido[1,2-c]pyrimidine-1,3(2H)-dione), C(=O)([O-])[O-].[Cs+].[Cs+] (Cs2CO3). The reagents and catalysts are C1=CC=C(C=C1)P([C-]2C=CC=C2)C3=CC=CC=C3.C1=CC=C(C=C1)P([C-]2C=CC=C2)C3=CC=CC=C3.Cl[Pd]Cl.[Fe+2].C(Cl)Cl (PdCl2(dppf) DCM). Run in C1CCOC1 (THF), O (water). Run at time 30 second. Yields the product ClC=1C=C(C=2NC3=CC(=CC=C3C2C1C1=C(C(=CC=C1)N1C(N2C(=CC1=O)C(=CC=C2)F)=O)C)C(C)(C)O)C(=O)N (3-chloro-4-(3-(5-fluoro-1,3-dioxo-1H-pyrido[1,2-c]pyrimidin-2(3H)-yl)-2-methylphenyl)-7-(2-hydroxypropan-2-yl)-9H-carbazole-1-carboxamide). The yield is 47.2%. RXN SMILES: Br[C:2]1[C:14]2[C:13]3[C:8](=[CH:9][C:10]([C:15]([OH:18])([CH3:17])[CH3:16])=[CH:11][CH:12]=3)[NH:7][C:6]=2[C:5]([C:19]([NH2:21])=[O:20])=[CH:4][C:3]=1[Cl:22].[F:23][C:24]1[C:33]2[N:28]([C:29](=[O:51])[N:30]([C:35]3[CH:40]=[CH:39][CH:38]=[C:37](B4OC(C)(C)C(C)(C)O4)[C:36]=3[CH3:50])[C:31](=[O:34])[CH:32]=2)[CH:27]=[CH:26][CH:25]=1.C([O-])([O-])=O.[Cs+].[Cs+]>C1COCC1.O.C1C=CC(P(C2C=CC=CC=2)[C-]2C=CC=C2)=CC=1.C1C=CC(P(C2C=CC=CC=2)[C-]2C=CC=C2)=CC=1.Cl[Pd]Cl.[Fe+2].C(Cl)Cl>[Cl:22][C:3]1[CH:4]=[C:5]([C:19]([NH2:21])=[O:20])[C:6]2[NH:7][C:8]3[C:13]([C:14]=2[C:2]=1[C:37]1[CH:38]=[CH:39][CH:40]=[C:35]([N:30]2[C:31](=[O:34])[CH:32]=[C:33]4[C:24]([F:23])=[CH:25][CH:26]=[CH:27][N:28]4[C:29]2=[O:51])[C:36]=1[CH3:50])=[CH:12][CH:11]=[C:10]([C:15]([OH:18])([CH3:17])[CH3:16])[CH:9]=3 |f:2.3.4,7.8.9.10.11|. Procedure: A mixture of 4-bromo-3-chloro-7-(2-hydroxypropan-2-yl)-9H-carbazole-1-carboxamide [Intermediate 3] (0.076 g, 0.200 mmol), 5-fluoro-2-(2-methyl-3-(4,4,5,5-tetramethyl-1,3,2-dioxaborolan-2-yl)phenyl)-1H-pyrido[1,2-c]pyrimidine-1,3(2H)-dione [Intermediate 37] (0.072 g, 0.182 mmol) and Cs2CO3 (0.118 g, 0.363 mmol) in THF (3 mL) and water (0.75 mL) was bubbled with nitrogen for 2 min, then was treated with PdCl2(dppf) DCM adduct (7.4 mg, 9.09 μmol). Bubbling with nitrogen was continued for 30 sec and...